Dataset: the Open Reaction Database (ORD), a public repository of structured organic reaction records. Task: describe an organic reaction: reactants, conditions, products, and yield Starting materials: NCC1CCCCC1, CN(C(=O)Oc1ccc(C(=O)ON2C(=O)CCC2=O)cc1)c1ccccc1. Product: CN(C(=O)Oc1ccc(C(=O)NCC2CCCCC2)cc1)c1ccccc1. RXN SMILES: [CH:28]1([CH2:34][NH2:35])[CH2:29][CH2:30][CH2:31][CH2:32][CH2:33]1.[O:1]=[C:2]1[CH2:3][CH2:4][C:5](=[O:6])[N:7]1[O:8][C:9]([c:10]1[cH:11][cH:12][c:13]([O:16][C:17]([N:18]([c:19]2[cH:20][cH:21][cH:22][cH:23][cH:24]2)[CH3:25])=[O:26])[cH:14][cH:15]1)=[O:27]>>[C:9]([c:10]1[cH:11][cH:12][c:13]([O:16][C:17]([N:18]([c:19]2[cH:20][cH:21][cH:22][cH:23][cH:24]2)[CH3:25])=[O:26])[cH:14][cH:15]1)(=[O:27])[NH:35][CH2:34][CH:28]1[CH2:29][CH2:30][CH2:31][CH2:32][CH2:33]1. Product: CC(CCNCN=N[N+](=O)[O-])C(NC(=O)OC(C)(C)C)C(=O)Nc1nccs1. Reaction SMILES: [C:1]([CH3:2])([CH3:3])([CH3:4])[O:5][C:6](=[O:7])[NH:8][CH:9]([C:10](=[O:11])[OH:12])[CH:13]([CH2:14][CH2:15][NH:16][CH2:17][N:18]=[N:19][N+:20](=[O:21])[O-:22])[CH3:23].[Cl-:39].[Cl:24][C:25]([O:26][CH2:27][CH:28]([CH3:29])[CH3:30])=[O:31].[NH2:32][c:33]1[s:34][cH:35][cH:36][n:37]1.[Na+:38].[O:40]=[CH:41][N:42]([CH3:43])[CH3:44]>>[C:1]([CH3:2])([CH3:3])([CH3:4])[O:5][C:6](=[O:7])[NH:8][CH:9]([C:10](=[O:12])[NH:32][c:33]1[s:34][cH:35][cH:36][n:37]1)[CH:13]([CH2:14][CH2:15][NH:16][CH2:17][N:18]=[N:19][N+:20](=[O:21])[O-:22])[CH3:23]. The reactants are CC(CCNCN=N[N+](=O)[O-])C(NC(=O)OC(C)(C)C)C(=O)O, [Cl-], CC(C)COC(=O)Cl, Nc1nccs1, [Na+], CN(C)C=O. Reactants: BrC1=CC(=C(N)C(=C1)Cl)Cl (4-Bromo-2,6-dichloro aniline), FC1=C(C=CC=C1)B(O)O (2-fluorophenylboronic acid). Product: ClC=1C=C(C=C(C1N)Cl)C1=C(C=CC=C1)F (3,5-dichloro-2′-fluorobiphenyl-4-amine). Isolated yield 75.4%. Reaction SMILES: Br[C:2]1[CH:8]=[C:7]([Cl:9])[C:5]([NH2:6])=[C:4]([Cl:10])[CH:3]=1.[F:11][C:12]1[CH:17]=[CH:16][CH:15]=[CH:14][C:13]=1B(O)O>>[Cl:10][C:4]1[CH:3]=[C:2]([C:13]2[CH:14]=[CH:15][CH:16]=[CH:17][C:12]=2[F:11])[CH:8]=[C:7]([Cl:9])[C:5]=1[NH2:6]. Procedure details: The title compound (0.367 g) was prepared from 4-Bromo-2,6-dichloro aniline (0.5 g, 1.9 mmol) and 2-fluorophenylboronic acid (0.363 g, 2.6 mmol) as a white solid. 1H-NMR (δ ppm, DMSO-d6, 400 MHz): 7.50 (t, J 6.3, 1H), 7.43 (s, 2H), 7.39-7.31 (m, 1H), 7.29-7.21 (m, 2H), 5.73 (s, 2H). Reactants: CC=1C(=NC(=NC1Cl)Cl)N (5-methyl-4-amino-2,6-dichloropyrimidine), C[O-].[Na+] (sodium methylate), CO (methanol). The product is NC1=NC(=NC(=C1C)OC)OC (4-amino-2,6-dimethoxy-5-methylpyrimidine). Yield: 60.0%. As a reaction SMILES: [CH3:1][C:2]1[C:3]([NH2:10])=[N:4][C:5](Cl)=[N:6][C:7]=1Cl.[CH3:11][O-:12].[Na+].[CH3:14][OH:15]>>[NH2:10][C:3]1[C:2]([CH3:1])=[C:7]([O:12][CH3:11])[N:6]=[C:5]([O:15][CH3:14])[N:4]=1 |f:1.2|. Procedure: A mixture of 10.7 g (0.06 mol) of 5-methyl-4-amino-2,6-dichloropyrimidine, 100 ml of methanol and 22 g of 30% sodium methylate (0.122 mol) is allowed to react at 120° C. for 20 hours in an autoclave. After cooling, the grey reaction mixture is concentrated in vacuo; the residue is taken up in 70 ml of water, stirred and then filtered. The residue is washed with water, dried and recrystallised from carbon tetrachloride. There remain after drying 6.1 g of 4-amino-5-methyl-2,6-dimethoxypyrimidine a... Reactants: COCOC1CCN(CCNCC2CCCCCCC2)CC1, CCCCl, ClCCl, [N-]=C=O. Product: COCOC1CCN(CCN(CC2CCCCCCC2)C(=O)NCCCCl)CC1. As a reaction SMILES: [CH:1]1([CH2:9][NH:10][CH2:11][CH2:12][N:13]2[CH2:14][CH2:15][CH:16]([O:19][CH2:20][O:21][CH3:22])[CH2:17][CH2:18]2)[CH2:2][CH2:3][CH2:4][CH2:5][CH2:6][CH2:7][CH2:8]1.[Cl:26][CH2:27][CH2:28][CH3:29].[Cl:30][CH2:31][Cl:32].[N-:23]=[C:24]=[O:25]>>[CH:1]1([CH2:9][N:10]([CH2:11][CH2:12][N:13]2[CH2:14][CH2:15][CH:16]([O:19][CH2:20][O:21][CH3:22])[CH2:17][CH2:18]2)[C:24]([NH:23][CH2:29][CH2:28][CH2:27][Cl:26])=[O:25])[CH2:2][CH2:3][CH2:4][CH2:5][CH2:6][CH2:7][CH2:8]1.